From a dataset of the Open Reaction Database (ORD), a public repository of structured organic reaction records. describe an organic reaction: reactants, conditions, products, and yield Yields the product COC(=O)C1=C(CSC(N)=N)C=CC=C1.Cl (S-(2-Methoxycarbonylbenzyl)isothiourea·hydrochloride). The reactants are ClCC1=C(C(=O)OC)C=CC=C1 (methyl 2-chloromethylbenzoate), NC(=S)N (thiourea). Procedure: A solution of 196 g of methyl 2-chloromethylbenzoate and 83.7 g of thiourea in 500 ml of ethanol is refluxed for 4 hours. The reaction solution is concentrated under reduced pressure and to the resulting residue is added 300 ml of isopropylalcohol. The precipitated crystals are collected by filtration and dried to give 112.8 g of the title compound. RXN SMILES: [Cl:1][CH2:2][C:3]1[CH:12]=[CH:11][CH:10]=[CH:9][C:4]=1[C:5]([O:7][CH3:8])=[O:6].[NH2:13][C:14]([NH2:16])=[S:15]>C(O)C>[CH3:8][O:7][C:5]([C:4]1[CH:9]=[CH:10][CH:11]=[CH:12][C:3]=1[CH2:2][S:15][C:14](=[NH:13])[NH2:16])=[O:6].[ClH:1] |f:3.4|. The yield is 40.7%. Solvent: C(C)O (ethanol). Starting materials: C1CCOC1, CCOC(C)=O, C[Sn](C)(C)CCl, [H-], [Na+], Oc1ccc(Cl)cc1. Product: C[Sn](C)(C)COc1ccc(Cl)cc1. Reaction SMILES: [CH2:17]1[O:18][CH2:19][CH2:20][CH2:21]1.[CH3:22][CH2:23][O:24][C:25]([CH3:26])=[O:27].[Cl:11][CH2:12][Sn:13]([CH3:14])([CH3:15])[CH3:16].[H-:2].[Na+:1].[OH:3][c:4]1[cH:5][cH:6][c:7]([Cl:8])[cH:9][cH:10]1>>[O:3]([c:4]1[cH:5][cH:6][c:7]([Cl:8])[cH:9][cH:10]1)[CH2:12][Sn:13]([CH3:14])([CH3:15])[CH3:16]. The reactants are C(CCC)OCCOC1=CC=C(C=C1)C=1C=CC2=C(C=C(CCN2CC=2N(C=CN2)C)C(=O)OC)C1 (methyl 7-(4-butoxyethoxyphenyl)-1-[(1-methylimidazol-2-yl)methyl]-2,3-dihydro-1-benzazepine-4-carboxylate), Cl (hydrochloric acid), [OH-].[Na+] (sodium hydroxide), O (water). The solvent is O1CCCC1 (tetrahydrofuran), CO (methanol). Conditions: time 3 day. The product is C(CCC)OCCOC1=CC=C(C=C1)C=1C=CC2=C(C=C(CCN2CC=2N(C=CN2)C)C(=O)O)C1 (7-(4-butoxyethoxyphenyl)-1-[(1-methylimidazol-2-yl)methyl]-2,3-dihydro-1-benzazepine-4-carboxylic acid). The yield is 79.9%. Reaction SMILES: [CH2:1]([O:5][CH2:6][CH2:7][O:8][C:9]1[CH:14]=[CH:13][C:12]([C:15]2[CH:16]=[CH:17][C:18]3[N:24]([CH2:25][C:26]4[N:27]([CH3:31])[CH:28]=[CH:29][N:30]=4)[CH2:23][CH2:22][C:21]([C:32]([O:34]C)=[O:33])=[CH:20][C:19]=3[CH:36]=2)=[CH:11][CH:10]=1)[CH2:2][CH2:3][CH3:4].[OH-].[Na+].O.Cl>O1CCCC1.CO>[CH2:1]([O:5][CH2:6][CH2:7][O:8][C:9]1[CH:14]=[CH:13][C:12]([C:15]2[CH:16]=[CH:17][C:18]3[N:24]([CH2:25][C:26]4[N:27]([CH3:31])[CH:28]=[CH:29][N:30]=4)[CH2:23][CH2:22][C:21]([C:32]([OH:34])=[O:33])=[CH:20][C:19]=3[CH:36]=2)=[CH:11][CH:10]=1)[CH2:2][CH2:3][CH3:4] |f:1.2|. Procedure: To a solution of methyl 7-(4-butoxyethoxyphenyl)-1-[(1-methylimidazol-2-yl)methyl]-2,3-dihydro-1-benzazepine-4-carboxylate (367 mg) in a mixture of tetrahydrofuran (24 ml) and methanol (24 ml) was added 1N sodium hydroxide solution (8 ml), and the mixture was stirred at room temperature for 3 days. Then, to the mixture was added water at 0° C., and 1N hydrochloric acid was further added to neutralize, and the mixture was extracted with ethyl acetate. The organic layer was washed with water and s... Starting materials: FC1=C(CCl)C=CC=C1 (2-fluorobenzyl chloride), C(C)(=O)CC(C)=O (acetylacetone), C([O-])([O-])=O.[K+].[K+] (potassium carbonate). The solvent is C(C)O (ethanol). Product: FC1=C(C=CC=C1)CCC(C)=O (4-(2-Fluorophenyl)-2-butanone). Yield: 65.8%. Reaction SMILES: [F:1][C:2]1[CH:9]=[CH:8][CH:7]=[CH:6][C:3]=1[CH2:4]Cl.[C:10]([CH2:13]C(=O)C)(=[O:12])[CH3:11].C(=O)([O-])[O-].[K+].[K+]>C(O)C>[F:1][C:2]1[CH:9]=[CH:8][CH:7]=[CH:6][C:3]=1[CH2:4][CH2:11][C:10](=[O:12])[CH3:13] |f:2.3.4|. Procedure details: A stirred mixture of 2-fluorobenzyl chloride (22.47 g), acetylacetone (17.10 g), anhydrous potassium carbonate (21.5 g) and ethanol (155 ml) was heated at reflux for 18 hr. The solvent was evaporated and the residue was partitioned between water (200 ml) and ether (150 ml). The aqueous layer was washed with ether (3×150 ml). The extracts were combined, washed with brine (200 ml), dried (MgSO4) and evaporated. Distillation of the residue under reduced pressure gave the product (17 g) b.p. 58°-66°... The reactants are BrC1=CC=CC2=CC=CC(=C12)F (1-Bromo-8-fluoro-naphthalene), C(=O)(OC(C)(C)C)N1CCNCC1 (1-Boc-piperazine), CC(C)(C)[O-].[Na+] (NaOtBu), C1(CCCCC1)P(C1CCCCC1)C1=C(C=CC=C1)C1=CC=CC=C1 (dicyclohexylphosphino-biphenyl). The reagents and catalysts are CC(=O)[O-].CC(=O)[O-].[Pd+2] (Pd(OAc)2). Solvent: C1(=CC=CC=C1)C (toluene), C1(=CC=CC=C1)C (toluene). Reaction conditions: temperature 80 celsius, time 18 hour. Yields the product C(C)(C)(C)OC(=O)N1CCN(CC1)C1=CC=CC2=CC=CC(=C12)F (4-(8-fluoro-naphthalen-1-yl)-piperazine-1-carboxylic acid tert-butyl ester). The yield is 38.2%. RXN SMILES: C1(P(C2C=CC=CC=2C2C=CC=CC=2)C2CCCCC2)CCCCC1.Br[C:27]1[C:36]2[C:31](=[CH:32][CH:33]=[CH:34][C:35]=2[F:37])[CH:30]=[CH:29][CH:28]=1.[C:38]([N:45]1[CH2:50][CH2:49][NH:48][CH2:47][CH2:46]1)([O:40][C:41]([CH3:44])([CH3:43])[CH3:42])=[O:39].CC([O-])(C)C.[Na+]>C1(C)C=CC=CC=1.CC([O-])=O.CC([O-])=O.[Pd+2]>[C:41]([O:40][C:38]([N:45]1[CH2:50][CH2:49][N:48]([C:27]2[C:36]3[C:31](=[CH:32][CH:33]=[CH:34][C:35]=3[F:37])[CH:30]=[CH:29][CH:28]=2)[CH2:47][CH2:46]1)=[O:39])([CH3:44])([CH3:42])[CH3:43] |f:3.4,6.7.8|. Procedure details: A third intermediate compound, 1-(8-Fluoro-naphthalen-1-yl)-piperazine, was produced as follows: A solution of Pd(OAc)2 (0.25 g, 1.11 mmol, 0.1 equiv)) and dicyclohexylphosphino-biphenyl (0.39 g, 1.11 mmol, 0.1 equiv) in toluene (20 mL) was degassed by bubbling N2 gas for 1 h. 1-Bromo-8-fluoro-naphthalene (2.5 g, 11.1 mmol) in toluene (10 mL) and 1-Boc-piperazine (2.5 g, 13.3 mmol, 1.2 equiv) were added followed by NaOtBu (1.6 g, 16.66 mmol, 1.5 equiv). The mixture was stirred at 80° C. for 18 h...